Dataset: the Open Reaction Database (ORD), a public repository of structured organic reaction records. Task: describe an organic reaction: reactants, conditions, products, and yield The reactants are CC(=O)CC1=C(C(=O)OC(c2ccccc2)c2ccccc2)N2C(=O)C(NC(=O)OC(C)(C)C)C2SC1, CS(=O)(=O)Cl, CCCCCC, CCOC(C)=O, CC1(C)CCCC(C)(C)N1, [Li]CCCC, C1CCOC1. The product is CC(=CC1=C(C(=O)OC(c2ccccc2)c2ccccc2)N2C(=O)C(NC(=O)OC(C)(C)C)C2SC1)OS(C)(=O)=O. RXN SMILES: [CH2:16]([C:17](=[O:18])[CH3:19])[C:20]1=[C:21]([C:37](=[O:38])[O:39][CH:40]([c:41]2[cH:42][cH:43][cH:44][cH:45][cH:46]2)[c:47]2[cH:48][cH:49][cH:50][cH:51][cH:52]2)[N:22]2[C:23](=[O:36])[CH:24]([NH:28][C:29](=[O:30])[O:31][C:32]([CH3:33])([CH3:34])[CH3:35])[CH:25]2[S:26][CH2:27]1.[CH3:53][S:54]([Cl:55])(=[O:56])=[O:57].[CH3:58][CH2:59][CH2:60][CH2:61][CH2:62][CH3:63].[CH3:69][CH2:70][O:71][C:72](=[O:73])[CH3:74].[CH3:6][C:7]1([CH3:8])[CH2:9][CH2:10][CH2:11][C:12]([CH3:13])([CH3:14])[NH:15]1.[Li:1][CH2:2][CH2:3][CH2:4][CH3:5].[O:64]1[CH2:65][CH2:66][CH2:67][CH2:68]1>>[CH:16](=[C:17]([O:18][S:54]([CH3:53])(=[O:56])=[O:57])[CH3:19])[C:20]1=[C:21]([C:37](=[O:38])[O:39][CH:40]([c:41]2[cH:42][cH:43][cH:44][cH:45][cH:46]2)[c:47]2[cH:48][cH:49][cH:50][cH:51][cH:52]2)[N:22]2[C:23](=[O:36])[CH:24]([NH:28][C:29](=[O:30])[O:31][C:32]([CH3:33])([CH3:34])[CH3:35])[CH:25]2[S:26][CH2:27]1. The reactants are C(C)OC(C=1C(C(=O)OCC)=C(C=CC1)[N+](=O)[O-])=O (3-nitrophthalic acid diethyl ester). Reagents/catalysts: [Ni] (Raney nickel). Solvent: O1CCOCC1 (dioxane). The product is C(C)OC(C=1C(C(=O)OCC)=C(C=CC1)N)=O (3-aminophthalic acid diethyl ester). RXN SMILES: [CH2:1]([O:3][C:4](=[O:19])[C:5]1[C:6](=[C:12]([N+:16]([O-])=O)[CH:13]=[CH:14][CH:15]=1)[C:7]([O:9][CH2:10][CH3:11])=[O:8])[CH3:2]>O1CCOCC1.[Ni]>[CH2:1]([O:3][C:4](=[O:19])[C:5]1[C:6](=[C:12]([NH2:16])[CH:13]=[CH:14][CH:15]=1)[C:7]([O:9][CH2:10][CH3:11])=[O:8])[CH3:2]. Procedure: 69.7 g (0.26 mol) of 3-nitrophthalic acid diethyl ester in 690 ml of dioxane are hydrogenated in the presence of 7 g of a Raney nickel catalyst to give 3-aminophthalic acid diethyl ester. The reaction solution is filtered and 30.4 g (0.31 mol) of maleic anhydride are added, at room temperature, to the filtrate. The reaction mixture is kept at 25° C. for 12 hours and then concentrated in vacuo. 75 ml of acetic anhydride and 12.7 g of sodium acetate are added to the residue and the mixture is heat... Reactants: CCCCO, CC(C)(C)c1nc(-c2ccc(F)c(NS(=O)(=O)c3c(F)cccc3F)c2)c(-c2ccnc(Cl)n2)s1, CS(=O)(=O)NC1CCC(N)CC1. Yields the product CC(C)(C)c1nc(-c2ccc(F)c(NS(=O)(=O)c3c(F)cccc3F)c2)c(-c2ccnc(NC3CCC(NS(C)(=O)=O)CC3)n2)s1. RXN SMILES: [CH2:48]([OH:49])[CH2:50][CH2:51][CH3:52].[Cl:1][c:2]1[n:3][cH:4][cH:5][c:6](-[c:8]2[c:9](-[c:17]3[cH:18][cH:19][c:20]([F:35])[c:21]([NH:23][S:24](=[O:25])(=[O:26])[c:27]4[c:28]([F:34])[cH:29][cH:30][cH:31][c:32]4[F:33])[cH:22]3)[n:10][c:11]([C:13]([CH3:14])([CH3:15])[CH3:16])[s:12]2)[n:7]1.[NH2:36][CH:37]1[CH2:38][CH2:39][CH:40]([NH:43][S:44](=[O:45])(=[O:46])[CH3:47])[CH2:41][CH2:42]1>>[c:2]1([NH:36][CH:37]2[CH2:38][CH2:39][CH:40]([NH:43][S:44](=[O:45])(=[O:46])[CH3:47])[CH2:41][CH2:42]2)[n:3][cH:4][cH:5][c:6](-[c:8]2[c:9](-[c:17]3[cH:18][cH:19][c:20]([F:35])[c:21]([NH:23][S:24](=[O:25])(=[O:26])[c:27]4[c:28]([F:34])[cH:29][cH:30][cH:31][c:32]4[F:33])[cH:22]3)[n:10][c:11]([C:13]([CH3:14])([CH3:15])[CH3:16])[s:12]2)[n:7]1. Reaction SMILES: [F:1][C:2]1[CH:3]=[C:4]([CH:36]=[CH:37][C:38]=1[OH:39])[C:5]([N:7]([CH:33]([CH3:35])[CH3:34])[C:8]1[CH:13]=[C:12]([O:14][CH3:15])[CH:11]=[CH:10][C:9]=1[CH:16]1[CH2:25][CH2:24][C:23]2[CH:22]=[C:21]([O:26]C(=O)C(C)(C)C)[CH:20]=[CH:19][C:18]=2[CH2:17]1)=O.[N:40]1([C:44](=O)[CH2:45]Cl)[CH2:43][CH2:42][CH2:41]1>>[N:40]1([CH2:44][CH2:45][O:39][C:38]2[CH:37]=[CH:36][C:4]([CH2:5][N:7]([CH:33]([CH3:35])[CH3:34])[C:8]3[CH:13]=[C:12]([O:14][CH3:15])[CH:11]=[CH:10][C:9]=3[CH:16]3[CH2:25][CH2:24][C:23]4[CH:22]=[C:21]([OH:26])[CH:20]=[CH:19][C:18]=4[CH2:17]3)=[CH:3][C:2]=2[F:1])[CH2:43][CH2:42][CH2:41]1. Reactants: FC=1C=C(C(=O)N(C2=C(C=CC(=C2)OC)C2CC=3C=CC(=CC3CC2)OC(C(C)(C)C)=O)C(C)C)C=CC1O (pivalic acid 6-{2-[(3-fluoro-4-hydroxybenzoyl)isopropylamino]-4-methoxyphenyl}-5,6,7,8-tetrahydronaphthalen-2-yl ester), N1(CCC1)C(CCl)=O (1-azetidin-1-yl-2-chloroethanone). Reported procedure: Synthesized from pivalic acid 6-{2-[(3-fluoro-4-hydroxybenzoyl)isopropylamino]-4-methoxyphenyl}-5,6,7,8-tetrahydronaphthalen-2-yl ester (25 mg) and 1-azetidin-1-yl-2-chloroethanone (13 mg) according to an analogous synthetic method to Example 404 and purified by LC-MS, the title compound (11 mg) was obtained. The product is N1(CCC1)CCOC1=C(C=C(CN(C2=C(C=CC(=C2)OC)C2CC=3C=CC(=CC3CC2)O)C(C)C)C=C1)F (6-{2-{[4-(2-Azetidin-1-ylethoxy)-3-fluorobenzyl]isopropylamino}-4-methoxyphenyl}-5,6,7,8-tetrahydronaphthalen-2-ol). Yield: 45.3%.